Dataset: the Open Reaction Database (ORD), a public repository of structured organic reaction records. Task: describe an organic reaction: reactants, conditions, products, and yield The reactants are COc1ccccc1S, CC1=NNC(=O)C1=C1C=C(Cl)c2ccccc2N1. Yields the product COc1ccccc1SC1=CC(=C2C(=O)NN=C2C)Nc2ccccc21. Reaction SMILES: [CH3:19][O:20][c:21]1[c:22]([SH:27])[cH:23][cH:24][cH:25][cH:26]1.[Cl:1][C:2]1=[CH:3][C:4](=[C:12]2[C:13]([CH3:18])=[N:14][NH:15][C:16]2=[O:17])[NH:5][c:6]2[cH:7][cH:8][cH:9][cH:10][c:11]21>>[C:2]1([S:27][c:22]2[c:21]([O:20][CH3:19])[cH:26][cH:25][cH:24][cH:23]2)=[CH:3][C:4](=[C:12]2[C:13]([CH3:18])=[N:14][NH:15][C:16]2=[O:17])[NH:5][c:6]2[cH:7][cH:8][cH:9][cH:10][c:11]21. Reactants: [N+](=O)(O)[O-] (nitric acid), CN(C1=C(C=CC(=C1)N(C)C)C1(OC(=O)C2=CC=CC=C12)C1=CC=C(C=C1)N(C)C)C (3-(2,4-bis(dimethylamino)phenyl)-3-(4-(dimethylamino)phenyl)phthalide). Solvent: S(O)(O)(=O)=O (sulfuric acid), S(O)(O)(=O)=O (sulfuric acid). Yields the product [N+](=O)([O-])C1=CC=C2COC(=O)C2=C1 (6-nitrophthalide). As a reaction SMILES: [N+:1]([O-:4])(O)=[O:2].CN(C)C1C=C(N(C)C)C=CC=1[C:16]1(C2C=CC(N(C)C)=CC=2)[C:25]2[C:20](=[CH:21][CH:22]=[CH:23][CH:24]=2)[C:18](=[O:19])[O:17]1>S(=O)(=O)(O)O>[N+:1]([C:22]1[CH:21]=[C:20]2[C:25]([CH2:16][O:17][C:18]2=[O:19])=[CH:24][CH:23]=1)([O-:4])=[O:2]. Reported procedure: Three portions of a mixture of concentrated nitric acid (0.6 ml. each portion) and concentrated sulfuric acid (0.66 ml. each portion) were added to a mixture of 3-(2,4-bis(dimethylamino)phenyl)-3-(4-(dimethylamino)phenyl)phthalide (4.17 g.) and concentrated sulfuric acid (20 ml.) with cooling. After each addition the temperature was allowed to rise to room temperature. The resulting mixture was poured onto ice and the resulting mixture was basified, affording 3-(2,4-bis(dimethylamino)phenyl)-3-(...